From a dataset of the Open Reaction Database (ORD), a public repository of structured organic reaction records. describe an organic reaction: reactants, conditions, products, and yield The reactants are Cl (HCl), ice, C(CCC)NCCCC (dibutylamine), [S-]C#N.[K+] (potassium thiocyanate), resultant mixture, C(C1=CC=CC=C1)(=O)Cl (benzoyl chloride). The solvent is CC(=O)C (acetone). Reaction conditions: time 3 hour. The product is C(CCC)N(C(=S)NC(C1=CC=CC=C1)=O)CCCC (N,N-Dibutyl-N′-benzoylthiourea). The yield is 63.1%. As a reaction SMILES: [S-:1][C:2]#[N:3].[K+].[C:5](Cl)(=[O:12])[C:6]1[CH:11]=[CH:10][CH:9]=[CH:8][CH:7]=1.[CH2:14]([NH:18][CH2:19][CH2:20][CH2:21][CH3:22])[CH2:15][CH2:16][CH3:17].Cl>CC(C)=O>[CH2:14]([N:18]([CH2:19][CH2:20][CH2:21][CH3:22])[C:2]([NH:3][C:5](=[O:12])[C:6]1[CH:11]=[CH:10][CH:9]=[CH:8][CH:7]=1)=[S:1])[CH2:15][CH2:16][CH3:17] |f:0.1|. Procedure details: To a solution of 36.93 g (380 mmol) of potassium thiocyanate in 600 ml of acetone was added dropwise over 15 mins, 53.42 g (380 mmol) of benzoyl chloride. The resultant mixture was heated at reflux for 20 mins. To this mixture was added over 10 mins, 51.70 g (400 mmol) of dibutylamine. The mixture was stirred for 3 hrs and poured into a solution of 100 ml of concentrated HCl and 800 ml of ice. The yellow solid precipitate was collected, washed with water and recrystallized from isopropanol. The ...